From a dataset of the Open Reaction Database (ORD), a public repository of structured organic reaction records. describe an organic reaction: reactants, conditions, products, and yield Starting materials: C(C)(=O)O (acetic acid), OO (hydrogen peroxide), CSC1=CC=C(OC2=C(C#N)C=C(C=C2)[N+](=O)[O-])C=C1 (2-(4-(methylthio)phenoxy)-5-nitrobenzonitrile), C(C)(=O)O (acetic acid), O (water). Reaction conditions: temperature 75 celsius. The product is CS(=O)(=O)C1=CC=C(OC2=C(C#N)C=C(C=C2)[N+](=O)[O-])C=C1 (2-(4-(Methylsulfonyl)phenoxy)-5-nitrobenzonitrile). Yield: 98.2%. As a reaction SMILES: [CH3:1][S:2][C:3]1[CH:20]=[CH:19][C:6]([O:7][C:8]2[CH:15]=[CH:14][C:13]([N+:16]([O-:18])=[O:17])=[CH:12][C:9]=2[C:10]#[N:11])=[CH:5][CH:4]=1.OO.[OH2:23].C(O)(=[O:26])C>>[CH3:1][S:2]([C:3]1[CH:20]=[CH:19][C:6]([O:7][C:8]2[CH:15]=[CH:14][C:13]([N+:16]([O-:18])=[O:17])=[CH:12][C:9]=2[C:10]#[N:11])=[CH:5][CH:4]=1)(=[O:26])=[O:23]. Reported procedure: To a slurry of 10.0 g (0.0350 moles) of 2-(4-(methylthio)phenoxy)-5-nitrobenzonitrile in 75 ml of glacial acetic acid heated at 60° C. was added 15.85 g of aqueous 30% hydrogen peroxide (0.140 moles) over 5 minutes. An additional 25 ml of glacial acetic acid was added and the mixture heated at 75° C. for 3 hrs. The reaction mixture was cooled and poured into water. The product was collected by filtration, washed with water and dried to obtain 10.9 g of product (98.2% yield), mp 205°-206.5° C. Re... Reactants: CCOC(C)=O, COC(=O)c1cc(Cl)nc(SC)c1, ClCCl, O=C(OO)c1cccc(Cl)c1. Yields the product COC(=O)c1cc(Cl)nc(S(C)=O)c1. RXN SMILES: [CH3:28][CH2:29][O:30][C:31]([CH3:32])=[O:33].[Cl:1][c:2]1[cH:3][c:4]([C:5](=[O:6])[O:7][CH3:8])[cH:9][c:10]([S:12][CH3:13])[n:11]1.[Cl:25][CH2:26][Cl:27].[OH:14][O:15][C:16]([c:17]1[cH:18][c:19]([Cl:20])[cH:21][cH:22][cH:23]1)=[O:24]>>[Cl:1][c:2]1[cH:3][c:4]([C:5](=[O:6])[O:7][CH3:8])[cH:9][c:10]([S:12]([CH3:13])=[O:14])[n:11]1. The reactants are [N-]=[N+]=[N-].[Na+] (sodium azide), [Cl-].[NH4+] (ammonium chloride), C(C1=CC=CC=C1)N(C(=O)C1=C(OC2=C1C=CC=C2)CCCC)CC2=CC=C(C=C2)C2=CC(=C(C=C2)OCC#N)Br (N-benzyl-N-{[3′-bromo-4′-(cyanomethoxy)-1,1′-biphenyl-4-yl]methyl}-2-butyl-1-benzofuran-3-carboxamide), [N-]=[N+]=[N-].[Na+] (sodium azide), [Cl-].[NH4+] (ammonium chloride), [OH-].[Na+] (NaOH). Solvent: CN(C)C=O (DMF), O (water). Run at temperature 100 celsius, time 3.5 hour. Product: C(C1=CC=CC=C1)N(C(=O)C1=C(OC2=C1C=CC=C2)CCCC)CC2=CC=C(C=C2)C2=CC(=C(C=C2)OCC2=NN=NN2)Br (N-benzyl-N-{[3′-bromo-4′-(1H-tetraazol-5-ylmethoxy)-1,1′-biphenyl-4-yl]methyl}-2-butyl-1-benzofuran-3-carboxamide). The yield is 43.7%. Reaction SMILES: [CH2:1]([N:8]([CH2:24][C:25]1[CH:30]=[CH:29][C:28]([C:31]2[CH:36]=[CH:35][C:34]([O:37][CH2:38][C:39]#[N:40])=[C:33]([Br:41])[CH:32]=2)=[CH:27][CH:26]=1)[C:9]([C:11]1[C:15]2[CH:16]=[CH:17][CH:18]=[CH:19][C:14]=2[O:13][C:12]=1[CH2:20][CH2:21][CH2:22][CH3:23])=[O:10])[C:2]1[CH:7]=[CH:6][CH:5]=[CH:4][CH:3]=1.[N-:42]=[N+:43]=[N-:44].[Na+].[Cl-].[NH4+].[OH-].[Na+]>CN(C=O)C.O>[CH2:1]([N:8]([CH2:24][C:25]1[CH:26]=[CH:27][C:28]([C:31]2[CH:36]=[CH:35][C:34]([O:37][CH2:38][C:39]3[NH:44][N:43]=[N:42][N:40]=3)=[C:33]([Br:41])[CH:32]=2)=[CH:29][CH:30]=1)[C:9]([C:11]1[C:15]2[CH:16]=[CH:17][CH:18]=[CH:19][C:14]=2[O:13][C:12]=1[CH2:20][CH2:21][CH2:22][CH3:23])=[O:10])[C:2]1[CH:3]=[CH:4][CH:5]=[CH:6][CH:7]=1 |f:1.2,3.4,5.6|. Reported procedure: A mixture of N-benzyl-N-{[3′-bromo-4′-(cyanomethoxy)-1,1′-biphenyl-4-yl]methyl}-2-butyl-1-benzofuran-3-carboxamide (800 mg, 1.3 mmol), prepared in the previous step, sodium azide (320 mg, 4.9 mmol) and ammonium chloride (264 mg, 4.9 mmol) in 40 mL of DMF was stirred under nitrogen at 100° C. for 3.5 h. By TLC some starting material remained. An additional 320 mg (4.9 mmol) of sodium azide and 264 mg (4.9 mmol) of ammonium chloride were added and the reaction was stirred at 100° C. for 4 h. The r... Starting materials: NC1=CC=C(C=N1)C#N (6-amino-3-pyridinecarbonitrile), CC1=NOC(=C1COC1=CC=C(C=C1)S(=O)(=O)Cl)C (4-{[(3,5-dimethyl-4-isoxazolyl)methyl]oxy}benzenesulfonyl chloride). Solvent: N1=CC=CC=C1 (pyridine). Conditions: temperature 20 celsius, time 30 minute. Yields the product C(#N)C=1C=CC(=NC1)NS(=O)(=O)C1=CC=C(C=C1)OCC=1C(=NOC1C)C (N-(5-cyanopyridin-2-yl)-4-((3,5-dimethylisoxazol-4-yl)methoxy)benzenesulfonamide). The yield is 23.7%. As a reaction SMILES: [NH2:1][C:2]1[N:7]=[CH:6][C:5]([C:8]#[N:9])=[CH:4][CH:3]=1.[CH3:10][C:11]1[C:15]([CH2:16][O:17][C:18]2[CH:23]=[CH:22][C:21]([S:24](Cl)(=[O:26])=[O:25])=[CH:20][CH:19]=2)=[C:14]([CH3:28])[O:13][N:12]=1>N1C=CC=CC=1>[C:8]([C:5]1[CH:4]=[CH:3][C:2]([NH:1][S:24]([C:21]2[CH:20]=[CH:19][C:18]([O:17][CH2:16][C:15]3[C:11]([CH3:10])=[N:12][O:13][C:14]=3[CH3:28])=[CH:23][CH:22]=2)(=[O:25])=[O:26])=[N:7][CH:6]=1)#[N:9]. Procedure: To a solution of 6-amino-3-pyridinecarbonitrile (30 mg, 0.252 mmol) in pyridine (1 mL) at room temperature, was added 4-{[(3,5-dimethyl-4-isoxazolyl)methyl]oxy}benzenesulfonyl chloride (84 mg, 0.277 mmol). The reaction mixture was stirred at 20° C. for 30 minutes, then left to stand overnight. The solvent was evaporated in vacuo. The sample was purified by passing through an aminopropyl (NH2) solid phase extraction (SPE) cartridge eluting with methanol, followed by a sulphonic acid (SCX) SPE car...